This data is from the Open Reaction Database (ORD), a public repository of structured organic reaction records. The task is: describe an organic reaction: reactants, conditions, products, and yield Reactants: CO (methanol), C1(CCC(CC1)C1CCCCC1)O (4,4′-bicyclohexanol), C1=2C(=O)OC(NC1=CC=CC2)=O (isatoic anhydride), N12CCN(CC1)CC2 (1,4-diazabicyclo[2.2.2]octane), resultant suspension. Run in CN(C=O)C (dimethyl formamide), CN(C=O)C (dimethyl formamide). Run at temperature 120 celsius, time 1 hour. The product is C(C=1C(N)=CC=CC1)(=O)OC1CCC(CC1)C1CCC(CC1)OC(C=1C(N)=CC=CC1)=O (4,4′-bicyclohexanediyl dianthranilate), solid. The yield is 53.0%. Reaction SMILES: [CH:1]1([OH:13])[CH2:6][CH2:5][CH:4]([CH:7]2[CH2:12][CH2:11][CH2:10][CH2:9][CH2:8]2)[CH2:3][CH2:2]1.[C:14]12[C:20](=[CH:21][CH:22]=[CH:23][CH:24]=1)[NH:19]C(=O)[O:17][C:15]2=[O:16].[N:26]12[CH2:33][CH2:32]N(CC1)CC2.[CH3:34][OH:35]>CN(C)C=O>[C:34]([O:13][CH:1]1[CH2:2][CH2:3][CH:4]([CH:7]2[CH2:12][CH2:11][CH:10]([O:17][C:15](=[O:16])[C:14]3[C:20](=[CH:21][CH:22]=[CH:23][CH:24]=3)[NH2:19])[CH2:9][CH2:8]2)[CH2:5][CH2:6]1)(=[O:35])[C:3]1[C:33](=[CH:32][CH:6]=[CH:1][CH:2]=1)[NH2:26]. Reported procedure: A mixture of 4,4′-bicyclohexanol (49.5 grams, 0.25 mol; obtained from Sigma-Aldrich), isatoic anhydride (122 grams, 0.75 mol), and 1,4-diazabicyclo[2.2.2]octane (66.0 grams, 0.50 mol) in 200 milliliters of dimethyl formamide was stirred at 120° C. for 1 hour, then was cooled to about 80° C. The solution was then treated first with dimethyl formamide (100 milliliters) and then with methanol (900 milliliters). The resultant suspension was stirred for 2 hours, and then was filtered. The solid was w... Starting materials: COC=1C=C(CC(C(=O)OCC)C#N)C=C(C1OC)OC (ethyl 3,4,5-trimethoxybenzylcyanoacetate), C(OCC)(OCC)OCC (triethyl orthoformate). Product: C(=O)(OCC)C(C#N)(CC1=CC(=C(C(=C1)OC)OC)OC)C(OCC)OCC (α-carbethoxy-α-diethoxymethyl-β-(3,4,5-trimethoxy phenyl)propionitrile). The yield is 82.0%. Reaction SMILES: [CH3:1][O:2][C:3]1[CH:4]=[C:5]([CH:15]=[C:16]([O:20][CH3:21])[C:17]=1[O:18][CH3:19])[CH2:6][CH:7]([C:13]#[N:14])[C:8]([O:10][CH2:11][CH3:12])=[O:9].[CH:22](OCC)([O:26][CH2:27][CH3:28])[O:23][CH2:24][CH3:25]>>[C:8]([C:7]([CH:22]([O:26][CH2:27][CH3:28])[O:23][CH2:24][CH3:25])([CH2:6][C:5]1[CH:15]=[C:16]([O:20][CH3:21])[C:17]([O:18][CH3:19])=[C:3]([O:2][CH3:1])[CH:4]=1)[C:13]#[N:14])([O:10][CH2:11][CH3:12])=[O:9]. Reported procedure: A solution of ethyl 3,4,5-trimethoxybenzylcyanoacetate (14.7g) in triethyl orthoformate (100 ml) was heated at reflux for 18 hours using a steam-jacketed column for continuous removal of ethanol. The solution was cooled, and most of the excess orthoformate was removed in vacuo. The crystals obtained were washed with ether and dried to yield colourless crystals of α-carbethoxy-α-diethoxymethyl-β-(3,4,5-trimethoxy phenyl)propionitrile (16.3 g, 82%), m.p. 91θ ; nmr (CDCl3) δ1.13, 1.20. and 1.32 (tr... Starting materials: FC1=CC=C(C=C1)S (p-fluorothiophenol), Br.CN1CCC=2C(CC1)=CC(C(C2)=O)=O (3-methyl-2,3,4,5-tetrahydro-1H-3-benzazepine-7,8-dione hydrobromide). Procedure details: To a solution of 1.0 g. (0.0078 mole) of p-fluorothiophenol in 200 ml. of methanol was added portionwise 2 g. (0.0073 mole) of 3-methyl-2,3,4,5-tetrahydro-1H-3-benzazepine-7,8-dione hydrobromide (prepared as in Example 2) and the resulting mixture was stirred at room temperature under argon for 1 hour. The methanol was distilled from the reaction mixture in vacuo and the residue was partitioned between ether and water. The aqueous layer was extracted with ether and then made basic with ammonium ... Run in CO (methanol). Reaction SMILES: [F:1][C:2]1[CH:7]=[CH:6][C:5]([SH:8])=[CH:4][CH:3]=1.Br.[CH3:10][N:11]1[CH2:17][CH2:16][C:15]2=[CH:18][C:19](=[O:23])[C:20](=[O:22])[CH:21]=[C:14]2[CH2:13][CH2:12]1>CO>[OH:23][C:19]1[C:20]([OH:22])=[CH:21][C:14]2[CH2:13][CH2:12][N:11]([CH3:10])[CH2:17][CH2:16][C:15]=2[C:18]=1[S:8][C:5]1[CH:6]=[CH:7][C:2]([F:1])=[CH:3][CH:4]=1 |f:1.2|. Product: OC1=C(C2=C(CCN(CC2)C)C=C1O)SC1=CC=C(C=C1)F (7,8-dihydroxy-6-(p-fluorophenylthio)-3-methyl-2,3,4,5-tetrahydro-1H-3-benzazepine). Starting materials: C(C1=CC=CC=C1)SC1=NN(C(=N1)C)C1=NC(=NC(=N1)OC)OC (3-benzylthio-1-(4,6-dimethoxy-1,3,5-triazin-2-yl)-5-methyl-1,2,4-triazole), O (water), S(=O)(=O)(Cl)Cl (Sulphuryl chloride). The solvent is ClCCl (dichloromethane), ClCCl (dichloromethane). Conditions: temperature 5 celsius. Yields the product COC1=NC(=NC(=N1)OC)N1N=C(N=C1C)S(=O)(=O)Cl (1-(4,6-Dimethoxy-1,3,5-triazin-2-yl)-5-methyl-1,2,4-triazole-3-sulphonyl chloride). As a reaction SMILES: C(S[C:9]1[N:13]=[C:12]([CH3:14])[N:11]([C:15]2[N:20]=[C:19]([O:21][CH3:22])[N:18]=[C:17]([O:23][CH3:24])[N:16]=2)[N:10]=1)C1C=CC=CC=1.O.[S:26]([Cl:30])(Cl)(=[O:28])=[O:27]>ClCCl>[CH3:22][O:21][C:19]1[N:18]=[C:17]([O:23][CH3:24])[N:16]=[C:15]([N:11]2[C:12]([CH3:14])=[N:13][C:9]([S:26]([Cl:30])(=[O:28])=[O:27])=[N:10]2)[N:20]=1. Procedure: A solution of 3-benzylthio-1-(4,6-dimethoxy-1,3,5-triazin-2-yl)-5-methyl-1,2,4-triazole (6 g) in dichloromethane (60 ml) was treated with silica gel (14 g) 60-120 mesh and water (2.8 g). Sulphuryl chloride (10.6 ml) in dichloromethane (12 ml) was added dropwise with stirring whilst maintaining a temperature of 5° C. for 2 hours. The silica gel was filtered off, washed with dichloromethane (150 ml) and ethyl acetate (100 ml), and the combined washings were extracted with water and aqueous sodium ... The reactants are COC(C#N)CC1=CC=C(C=C1)OCCN(C1=NC=CC=C1)C (2-methoxy-3-[4-[2-[N-methyl-N-(2-pyridyl)amino]ethoxyl]-phenyl]propanonitrile), [OH-].[Na+] (sodium hydroxide), CO (methanol), Cl (HCl). Run at time 7 day. Product: COC(C(=O)OC)CC1=CC=C(C=C1)OCCN(C1=NC=CC=C1)C (Methyl 2-methoxy-3-[4-[2-[N-methyl-N-(2- pyridyl)amino]ethoxy]-phenyl]propanoate). RXN SMILES: [CH3:1][O:2][CH:3]([CH2:6][C:7]1[CH:12]=[CH:11][C:10]([O:13][CH2:14][CH2:15][N:16]([CH3:23])[C:17]2[CH:22]=[CH:21][CH:20]=[CH:19][N:18]=2)=[CH:9][CH:8]=1)[C:4]#N.[OH-:24].[Na+].Cl.[CH3:27][OH:28]>>[CH3:1][O:2][CH:3]([CH2:6][C:7]1[CH:12]=[CH:11][C:10]([O:13][CH2:14][CH2:15][N:16]([CH3:23])[C:17]2[CH:22]=[CH:21][CH:20]=[CH:19][N:18]=2)=[CH:9][CH:8]=1)[C:4]([O:28][CH3:27])=[O:24] |f:1.2|. Reported procedure: A mixture of 2-methoxy-3-[4-[2-[N-methyl-N-(2-pyridyl)amino]ethoxyl]-phenyl]propanonitrile (1.15 g), sodium hydroxide solution (10% w/v; 10 mL) and methanol (20 mL) was heated at reflux for 2.5 hrs, cooled and neutralised to pH7 with dilute HCl. The mixture was evaporated in vacuo and the residue redissolved in methanol presaturated with hydrogen chloride gas. The mixture was allowed to stand at room temperature for 7 days, then evaporated. Saturated sodium bicarbonate solution (100 mL) was adde... Starting materials: C(C)(C)(C)OC(=O)N1C=NC(=C1)C[C@@H](C(=O)O)NC([C@H](CC1=CC=CC=C1)CS(=O)(=O)C(C)(C)C)=O ((S)-1-(t-butoxycarbonyl)-α-[(S)-α-[(t-butylsulphonyl)methyl]hydrocinnamamido]imidazole-4-propionic acid), N[C@H]([C@H]([C@@H](O)C1CC1)O)CC1CCCCC1 ((1S,2R,3S)-3-amino-4-cyclohexyl-1-cyclopropyl-butane-1,2-diol), C1(CCCCC1)N=C=NC1CCCCC1 (dicyclohexylcarbodiimide). The reagents and catalysts are ON1C(CCC1=O)=O (N-hydroxysuccinimide). Solvent: C(C)(=O)OCC (ethyl acetate), C(C)(=O)OCC (ethyl acetate). Conditions: time 17 hour. The product is C(C)(C)(C)S(=O)(=O)C[C@H](C(=O)N[C@@H](CC=1N=CN(C1)C(=O)OC(C)(C)C)C(N[C@H]([C@H]([C@@H](O)C1CC1)O)CC1CCCCC1)=O)CC1=CC=CC=C1 (t-butyl 4-[(S)-2-[(S)-2-t-butanesulphonylmethyl-3-phenylpropionylamino]-2-[(1S,2R,3S)-1-cyclohexylmethyl-3-cyclopropyl-2,3-dihydroxy-propylcarbamoyl]ethyl]-1H-imidazole-1-carboxylate). Yield: 87.2%. As a reaction SMILES: [C:1]([O:5][C:6]([N:8]1[CH:12]=[C:11]([CH2:13][C@H:14]([NH:18][C:19](=[O:36])[C@@H:20]([CH2:28][S:29]([C:32]([CH3:35])([CH3:34])[CH3:33])(=[O:31])=[O:30])[CH2:21][C:22]2[CH:27]=[CH:26][CH:25]=[CH:24][CH:23]=2)[C:15]([OH:17])=O)[N:10]=[CH:9]1)=[O:7])([CH3:4])([CH3:3])[CH3:2].[NH2:37][C@@H:38]([CH2:46][CH:47]1[CH2:52][CH2:51][CH2:50][CH2:49][CH2:48]1)[C@@H:39]([OH:45])[C@H:40]([CH:42]1[CH2:44][CH2:43]1)[OH:41].C1(N=C=NC2CCCCC2)CCCCC1>C(OCC)(=O)C.ON1C(=O)CCC1=O>[C:32]([S:29]([CH2:28][C@@H:20]([CH2:21][C:22]1[CH:27]=[CH:26][CH:25]=[CH:24][CH:23]=1)[C:19]([NH:18][C@H:14]([C:15](=[O:17])[NH:37][C@@H:38]([CH2:46][CH:47]1[CH2:52][CH2:51][CH2:50][CH2:49][CH2:48]1)[C@@H:39]([OH:45])[C@H:40]([CH:42]1[CH2:44][CH2:43]1)[OH:41])[CH2:13][C:11]1[N:10]=[CH:9][N:8]([C:6]([O:5][C:1]([CH3:3])([CH3:4])[CH3:2])=[O:7])[CH:12]=1)=[O:36])(=[O:30])=[O:31])([CH3:35])([CH3:33])[CH3:34]. Procedure: 89 g (170 mmol) of (S)-1-(t-butoxycarbonyl)-α-[(S)-α-[(t-butylsulphonyl)methyl]hydrocinnamamido]imidazole-4-propionic acid, 1 g (8.5 mmol) of N-hydroxysuccinimide, 35.5 g (155 mmol) of (1S,2R,3S)-3-amino-4-cyclohexyl-1-cyclopropyl-butane-1,2-diol and 800 ml of ethyl acetate were stirred at 20°. A solution of 37 g (178 mmol) of dicyclohexylcarbodiimide in 110 ml of ethyl acetate was added within 10 minutes. The reaction had finished after stirring at 20° for 17 hours. The solid (dicyclohexylurea)... Reported procedure: The title compound was prepared according to the procedure described in EXAMPLE 424, starting from 2-[(S)-1-Phenylethylamino]-4-[5-trimethylstannylbenzimidazol-1-yl]pyrimidine and 2,5-dichloropyrazine. Mass spectrum (ESI) 427.9 (M+). Product: C1(=CC=CC=C1)[C@H](C)NC1=NC=CC(=N1)N1C=NC2=C1C=CC(=C2)C=2N=CC(=NC2)Cl (2-[(S)-1-Phenylethylamino]-4-[5-(2-chloropyrazin-5-yl)benzimidazol-1-yl]pyrimidine). RXN SMILES: [C:1]1([C@@H:7]([NH:9][C:10]2[N:15]=[C:14]([N:16]3[C:20]4[CH:21]=[CH:22][C:23]([Sn](C)(C)C)=[CH:24][C:19]=4[N:18]=[CH:17]3)[CH:13]=[CH:12][N:11]=2)[CH3:8])[CH:6]=[CH:5][CH:4]=[CH:3][CH:2]=1.[Cl:29][C:30]1[CH:35]=[N:34][C:33](Cl)=[CH:32][N:31]=1>>[C:1]1([C@@H:7]([NH:9][C:10]2[N:15]=[C:14]([N:16]3[C:20]4[CH:21]=[CH:22][C:23]([C:33]5[N:34]=[CH:35][C:30]([Cl:29])=[N:31][CH:32]=5)=[CH:24][C:19]=4[N:18]=[CH:17]3)[CH:13]=[CH:12][N:11]=2)[CH3:8])[CH:6]=[CH:5][CH:4]=[CH:3][CH:2]=1. Starting materials: C1(=CC=CC=C1)[C@H](C)NC1=NC=CC(=N1)N1C=NC2=C1C=CC(=C2)[Sn](C)(C)C (2-[(S)-1-Phenylethylamino]-4-[5-trimethylstannylbenzimidazol-1-yl]pyrimidine), ClC1=NC=C(N=C1)Cl (2,5-dichloropyrazine).